Dataset: the Open Reaction Database (ORD), a public repository of structured organic reaction records. Task: describe an organic reaction: reactants, conditions, products, and yield Reactants: CNC (dimethylamine), ClC1=CC=C(C=C1)C1=NC=2C(=NC=CC2)N1[C@H](C(=O)O)C ((S)-2-(4-chlorophenyl)-α-methyl-3H-imidazo[4,5-b]pyridine-3-acetic acid). Solvent: O1CCCC1 (tetrahydrofuran), O1CCCC1 (tetrahydrofuran). Conditions: time 8 hour. Product: ClC1=CC=C(C=C1)C1=NC=2C(=NC=CC2)N1[C@H](C(=O)N(C)C)C ((S)-2-(4-Chlorophenyl)-N,N,α-trimethyl-3H-imidazo[4,5-b]pyridine-3-acetamide). Isolated yield 58.6%. Reaction SMILES: [Cl:1][C:2]1[CH:7]=[CH:6][C:5]([C:8]2[N:16]([C@@H:17]([CH3:21])[C:18]([OH:20])=O)[C:11]3=[N:12][CH:13]=[CH:14][CH:15]=[C:10]3[N:9]=2)=[CH:4][CH:3]=1.[CH3:22][NH:23][CH3:24]>O1CCCC1>[Cl:1][C:2]1[CH:3]=[CH:4][C:5]([C:8]2[N:16]([C@@H:17]([CH3:21])[C:18]([N:23]([CH3:24])[CH3:22])=[O:20])[C:11]3=[N:12][CH:13]=[CH:14][CH:15]=[C:10]3[N:9]=2)=[CH:6][CH:7]=1. Procedure details: A solution of (S)-2-(4-chlorophenyl)-α-methyl-3H-imidazo[4,5-b]pyridine-3-acetic acid (5.0 g, 0.0166 mole), 1,1'-carbonyldiimadazole (3.21 g, 0.0198 mole) and dry tetrahydrofuran (100 ml) was stirred at room temperature for 3 hours with nitrogen bubbling through it. A solution of dimethylamine (2.26 g, 0.050 mole) in tetrahydrofuran (20 ml) was added and the reaction mixture was stirred at room temperature under nitrogen overnight. The mixture was evaporated to an oil and partitioned between eth...